This data is from the Open Reaction Database (ORD), a public repository of structured organic reaction records. The task is: describe an organic reaction: reactants, conditions, products, and yield Reactants: [Al+3], CC(=O)Cl, c1ccc2c(c1)CCC2, [Cl-], [Cl-], [Cl-], Cl, c1ccccc1. Product: CC(=O)c1ccc2c(c1)CCC2. Reaction SMILES: [Al+3:4].[C:5]([CH3:6])(=[O:7])[Cl:8].[CH2:9]1[CH2:10][c:11]2[cH:12][cH:13][cH:14][cH:15][c:16]2[CH2:17]1.[Cl-:1].[Cl-:2].[Cl-:3].[ClH:18].[cH:19]1[cH:20][cH:21][cH:22][cH:23][cH:24]1>>[C:5]([CH3:6])(=[O:7])[c:13]1[cH:12][c:11]2[c:16]([cH:15][cH:14]1)[CH2:17][CH2:9][CH2:10]2. Reactants: C(C)(C)(C)OC(N(CCC)N1C(C2=C(C=CC=C2C(=C1C)C(N[C@H](C1=CC(=CC=C1)F)C1CCC1)=O)F)=O)=O ((4-{[(S)-Cyclobutyl-(3-fluoro-phenyl)-methyl]carbamoyl}-8-fluoro-3-methyl-1-oxo-1H-isoquinolin-2-yl)-propyl-carbamicacid tert-butyl ester), BrN1C(CCC1=O)=O (N-bromosuccinimide), C(C1=CC=CC=C1)(=O)OOC(C1=CC=CC=C1)=O (benzoyl peroxide). Run in C(Cl)(Cl)(Cl)Cl (carbon tetrachloride). Yields the product C(C)(C)(C)OC(N(CCC)N1C(C2=C(C=CC=C2C(=C1CBr)C(N[C@H](C1=CC(=CC=C1)F)C1CCC1)=O)F)=O)=O ((3-Bromomethyl-4-{[(S)-cyclobutyl-(3-fluoro-phenyl)-methyl]-carbamoyl}-8-fluoro-1-oxo-1H-isoquinolin-2-yl)-propyl-carbamic acid tert-butyl ester). RXN SMILES: [C:1]([O:5][C:6](=[O:39])[N:7]([N:11]1[C:20]([CH3:21])=[C:19]([C:22](=[O:36])[NH:23][C@@H:24]([CH:32]2[CH2:35][CH2:34][CH2:33]2)[C:25]2[CH:30]=[CH:29][CH:28]=[C:27]([F:31])[CH:26]=2)[C:18]2[C:13](=[C:14]([F:37])[CH:15]=[CH:16][CH:17]=2)[C:12]1=[O:38])[CH2:8][CH2:9][CH3:10])([CH3:4])([CH3:3])[CH3:2].[Br:40]N1C(=O)CCC1=O.C(OOC(=O)C1C=CC=CC=1)(=O)C1C=CC=CC=1>C(Cl)(Cl)(Cl)Cl>[C:1]([O:5][C:6](=[O:39])[N:7]([N:11]1[C:20]([CH2:21][Br:40])=[C:19]([C:22](=[O:36])[NH:23][C@@H:24]([CH:32]2[CH2:35][CH2:34][CH2:33]2)[C:25]2[CH:30]=[CH:29][CH:28]=[C:27]([F:31])[CH:26]=2)[C:18]2[C:13](=[C:14]([F:37])[CH:15]=[CH:16][CH:17]=2)[C:12]1=[O:38])[CH2:8][CH2:9][CH3:10])([CH3:2])([CH3:3])[CH3:4]. Reported procedure: (4-{[(S)-Cyclobutyl-(3-fluoro-phenyl)-methyl]carbamoyl}-8-fluoro-3-methyl-1-oxo-1H-isoquinolin-2-yl)-propyl-carbamicacid tert-butyl ester (0.2 g, 0.4 mmol; prepared as described in example 8), carbon tetrachloride (50 mL), N-bromosuccinimide (0.072 g, 0.41 mmol) and benzoyl peroxide (10 mg, 0.04 mmol) are warmed at 80° C. for 2 hours. The reaction mixture was cooled and washed with 10 ml of water. The organic phase was dried over MgSO4 and was rotovaped to give 0.3 g. crude product. The product ... Starting materials: CNC(C)COc1cc(C)ccc1C, CS(=O)(=O)Nc1ccc(CC(=O)O)cc1, C(=NC1CCCCC1)=NC1CCCCC1, C1CCOC1. Product: Cc1ccc(C)c(OCC(C)N(C)C(=O)Cc2ccc(NS(C)(=O)=O)cc2)c1. RXN SMILES: [CH3:1][NH:2][CH:3]([CH2:4][O:5][c:6]1[c:7]([CH3:13])[cH:8][cH:9][c:10]([CH3:12])[cH:11]1)[CH3:14].[CH3:20][S:21](=[O:22])(=[O:23])[NH:24][c:25]1[cH:26][cH:27][c:28]([CH2:31][C:32](=[O:33])[OH:34])[cH:29][cH:30]1.[CH:35]1([N:36]=[C:37]=[N:38][CH:39]2[CH2:40][CH2:41][CH2:42][CH2:43][CH2:44]2)[CH2:45][CH2:46][CH2:47][CH2:48][CH2:49]1.[O:15]1[CH2:16][CH2:17][CH2:18][CH2:19]1>>[CH3:1][N:2]([CH:3]([CH2:4][O:5][c:6]1[c:7]([CH3:13])[cH:8][cH:9][c:10]([CH3:12])[cH:11]1)[CH3:14])[C:32]([CH2:31][c:28]1[cH:27][cH:26][c:25]([NH:24][S:21]([CH3:20])(=[O:22])=[O:23])[cH:30][cH:29]1)=[O:34]. Starting materials: C(C)N(C(C)C)C(C)C (N-ethyldiisopropylamine), N1([C@H](C(=O)O)CCC1)C(=O)OC(C)(C)C (Boc-Pro), 2-(1H-benzotriazol-1-yl)-1,1,3,3-tetramethyluoronium tetrafluoroborate, Cl.COC1=CC(=CC2=CC=CC=C12)[NH-] (4-methoxy-β-naphthylamide hydrochloride). Solvent: CN1C(CCC1)=O (N-methylpyrrolidone), CN(C=O)C (N,N-dimethylformamide). Reaction conditions: time 8 hour. Product: C1C[C@H](NC1)C(=O)N2CCC[C@H]2C(=O)O.COC1=CC(=CC2=CC=CC=C12)[NH-] (Pro-Pro 4-methoxy-β-naphthylamide). RXN SMILES: [N:1]1([C:9]([O:11]C(C)(C)C)=O)[CH2:8][CH2:7][CH2:6][C@H:2]1[C:3]([OH:5])=[O:4].Cl.[CH3:17][O:18][C:19]1[C:28]2[C:23](=[CH:24][CH:25]=[CH:26][CH:27]=2)[CH:22]=[C:21]([NH-:29])[CH:20]=1.C(N(C(C)C)C(C)C)C>CN(C)C=O.CN1CCCC1=O>[CH2:22]1[CH2:21][NH:29][C@H:24]([C:9]([N:1]2[C@H:2]([C:3]([OH:5])=[O:4])[CH2:6][CH2:7][CH2:8]2)=[O:11])[CH2:23]1.[CH3:17][O:18][C:19]1[C:28]2[C:23](=[CH:24][CH:25]=[CH:26][CH:27]=2)[CH:22]=[C:21]([NH-:29])[CH:20]=1 |f:1.2,6.7|. Procedure: Boc-Pro (32 mg, 0.15 mmol), 2-(1H-benzotriazol-1-yl)-1,1,3,3-tetramethyluoronium tetrafluoroborate (53 mg, 0.15 mmol) and Pro-4-methoxy-β-naphthylamide hydrochloride (46 mg, 0.15 mmol) were dissolved in anhydrous N,N-dimethylformamide/tetrahydrofuiran 1:1 (4 ml). N-ethyldiisopropylamine (0.26 ml, 0.44 mmol) dissolved in N-methylpyrrolidone (1.7 molar) was added and the mixture was stirred at room temperature overnight. Starting materials: ClC1=CC=C(C=N1)C(=O)Cl (6-chloropyrid-3-ylcarbonyl chloride), NC=1C=C(C(=O)NC2=CC(=CC(=C2)N2CCOCC2)F)C=CC1Cl (3-amino-4-chloro-N-(3-fluoro-5-morpholinophenyl)benzamide), N1=CC=CC=C1 (pyridine), O (Water). Run in C(C)OCC (diethyl ether). Conditions: temperature 100 celsius. Product: ClC1=C(C=C(C(=O)NC2=CC(=CC(=C2)N2CCOCC2)F)C=C1)NC(=O)C=1C=NC(=CC1)Cl (4-chloro-3-(6-chloropyrid-3-ylcarbonylamino)-N-(3-fluoro-5-morpholinophenyl)benzamide). Isolated yield 90.5%. Reaction SMILES: [Cl:1][C:2]1[N:7]=[CH:6][C:5]([C:8](Cl)=[O:9])=[CH:4][CH:3]=1.[NH2:11][C:12]1[CH:13]=[C:14]([CH:31]=[CH:32][C:33]=1[Cl:34])[C:15]([NH:17][C:18]1[CH:23]=[C:22]([N:24]2[CH2:29][CH2:28][O:27][CH2:26][CH2:25]2)[CH:21]=[C:20]([F:30])[CH:19]=1)=[O:16].N1C=CC=CC=1.O>C(OCC)C>[Cl:34][C:33]1[CH:32]=[CH:31][C:14]([C:15]([NH:17][C:18]2[CH:23]=[C:22]([N:24]3[CH2:29][CH2:28][O:27][CH2:26][CH2:25]3)[CH:21]=[C:20]([F:30])[CH:19]=2)=[O:16])=[CH:13][C:12]=1[NH:11][C:8]([C:5]1[CH:6]=[N:7][C:2]([Cl:1])=[CH:3][CH:4]=1)=[O:9]. Procedure: A mixture of 6-chloropyrid-3-ylcarbonyl chloride (1.96 g), 3-amino-4-chloro-N-(3-fluoro-5-morpholinophenyl)benzamide (3 g) and pyridine (20 ml) was stirred and heated to 100° C. for 4 hours. The mixture was cooled to ambient temperature. Water and diethyl ether were added. The resultant precipitate was washed with a saturated aqueous sodium bicarbonate solution and with methanol. There was thus obtained the title compound (3.8 g); NMR Spectrum: (DMSOd6) 3.1 (t, 4H), 3.75 (t, 4H), 6.52 (d, 1H), 7...